From a dataset of the Open Reaction Database (ORD), a public repository of structured organic reaction records. describe an organic reaction: reactants, conditions, products, and yield Run in CS(=O)C (DMSO), CS(=O)C (DMSO). Conditions: time 90 minute. Reactants: C(C)(=O)OC[C@H]1O[C@H]([C@@H]2OC(O[C@@H]21)(C)C)N2C1=NC=NC(=C1N=C2)C=C ([(3aR,4R,6R,6aR)-2,2-dimethyl-6-(6-vinyl-9H-purin-9-yl)tetrahydrofuro[3,4-d][1,3]dioxol-4-yl]methyl acetate), [NH4+].[Cl-] (NH4Cl), [I-].C[S+](=O)(C)C (trimethylsulfoxonium iodide), [H-].[Na+] (NaH). Reaction SMILES: [I-].[CH3:2][S+](C)(C)=O.[H-].[Na+].C([O:12][CH2:13][C@@H:14]1[C@@H:21]2[C@@H:17]([O:18][C:19]([CH3:23])([CH3:22])[O:20]2)[C@H:16]([N:24]2[CH:32]=[N:31][C:30]3[C:25]2=[N:26][CH:27]=[N:28][C:29]=3[CH:33]=[CH2:34])[O:15]1)(=O)C.[NH4+].[Cl-]>CS(C)=O>[CH:33]1([C:29]2[N:28]=[CH:27][N:26]=[C:25]3[C:30]=2[N:31]=[CH:32][N:24]3[C@H:16]2[C@@H:17]3[O:18][C:19]([CH3:23])([CH3:22])[O:20][C@@H:21]3[C@@H:14]([CH2:13][OH:12])[O:15]2)[CH2:34][CH2:2]1 |f:0.1,2.3,5.6|. Reported procedure: A suspension of trimethylsulfoxonium iodide (150 mg, 0.68 mmol and NaH (60% in mineral oil, 18 mg, 0.75 mmol) in DMSO (2.00 mL) was stirred for 30 minutes at r.t. [(3aR,4R,6R,6aR)-2,2-dimethyl-6-(6-vinyl-9H-purin-9-yl)tetrahydrofuro[3,4-d][1,3]dioxol-4-yl]methyl acetate (50 mg, 0.0.13 mmol) in DMSO (3 mL) was added slowly and the reaction was stirred at r.t. for 90 minutes. The reaction mixture was treated with saturated aq NH4Cl and extracted with DCM. The combined organics were washed with bri... The yield is 33.0%. Product: C1(CC1)C1=C2N=CN(C2=NC=N1)[C@@H]1O[C@@H]([C@@H]2[C@H]1OC(O2)(C)C)CO ([(3aR,4R,6R,6aR)-6-(6-cyclopropyl-9H-purin-9-yl)-2,2-dimethyltetrahydrofuro[3,4-d][1,3]dioxol-4-yl]methanol).